This data is from the Open Reaction Database (ORD), a public repository of structured organic reaction records. The task is: describe an organic reaction: reactants, conditions, products, and yield Reactants: ClC1=C(C(=NC2=CC=C(C=C12)C(O)C=1C(=NC(=CC1)C)C)OC)CC1=CC=C(C=C1)C(F)(F)F ((4-Chloro-2-methoxy-3-(4-(trifluoromethyl)benzyl)quinolin-6-yl)(2,6-dimethylpyridin-3-yl)methanol), CCO (EtOH). The reagents and catalysts are [Pd] (palladium on carbon). The solvent is CCN(CC)CC (Et3N). Reaction conditions: time 18 hour. The product is CC1=NC(=CC=C1C(O)C=1C=C2C=C(C(=NC2=CC1)OC)CC1=CC=C(C=C1)C(F)(F)F)C ((2,6-Dimethylpyridin-3-yl)(2-methoxy-3-(4-(trifluoromethyl)benzyl)quinolin-6-yl)methanol). Reaction SMILES: Cl[C:2]1[C:11]2[C:6](=[CH:7][CH:8]=[C:9]([CH:12]([C:14]3[C:15]([CH3:21])=[N:16][C:17]([CH3:20])=[CH:18][CH:19]=3)[OH:13])[CH:10]=2)[N:5]=[C:4]([O:22][CH3:23])[C:3]=1[CH2:24][C:25]1[CH:30]=[CH:29][C:28]([C:31]([F:34])([F:33])[F:32])=[CH:27][CH:26]=1.CCO>[Pd].CCN(CC)CC>[CH3:21][C:15]1[C:14]([CH:12]([C:9]2[CH:10]=[C:11]3[C:6](=[CH:7][CH:8]=2)[N:5]=[C:4]([O:22][CH3:23])[C:3]([CH2:24][C:25]2[CH:26]=[CH:27][C:28]([C:31]([F:34])([F:32])[F:33])=[CH:29][CH:30]=2)=[CH:2]3)[OH:13])=[CH:19][CH:18]=[C:17]([CH3:20])[N:16]=1. Procedure details: A 250 mL Parr flask containing (4-chloro-2-methoxy-3-(4-(trifluoromethyl)benzyl)quinolin-6-yl)(2,6-dimethylpyridin-3-yl)methanol (155 mg, 0.32 mmol, Example 14a) was added EtOH (25 mL) and Et3N (1 mL) followed by 5% palladium on carbon (75 mg). The flask was pressurized to 50 psi with H2 gas and shaken for 18 hours. HPLC analysis indicated the conversion was approximately 40%. The reaction mixture was filtered through Celite® and concentrated. The residue was dissolved in MeOH and run in the H-c... Reactants: CCOC(=O)c1c([N+](=O)[O-])c(-c2ccccc2)[nH]c(=O)c1C(=O)OCC, O, O=P(Cl)(Cl)c1ccccc1. Yields the product CCOC(=O)c1c(Cl)nc(-c2ccccc2)c([N+](=O)[O-])c1C(=O)OCC. Reaction SMILES: [CH2:1]([CH3:2])[O:3][C:4](=[O:5])[c:6]1[c:7](=[O:26])[nH:8][c:9](-[c:20]2[cH:21][cH:22][cH:23][cH:24][cH:25]2)[c:10]([N+:17](=[O:18])[O-:19])[c:11]1[C:12](=[O:13])[O:14][CH2:15][CH3:16].[OH2:37].[c:27]1([P:28]([Cl:29])(=[O:30])[Cl:35])[cH:31][cH:32][cH:33][cH:34][cH:36]1>>[CH2:1]([CH3:2])[O:3][C:4](=[O:5])[c:6]1[c:7]([Cl:35])[n:8][c:9](-[c:20]2[cH:21][cH:22][cH:23][cH:24][cH:25]2)[c:10]([N+:17](=[O:18])[O-:19])[c:11]1[C:12](=[O:13])[O:14][CH2:15][CH3:16]. Starting materials: CCOC(=O)Cc1cc2c(c(OC)c1)C(=O)c1ccccc1CC2, CO, Cl, [Na+], [OH-], O. The product is COc1cc(CC(=O)O)cc2c1C(=O)c1ccccc1CC2. As a reaction SMILES: [CH3:1][O:2][c:3]1[cH:4][c:5]([CH2:19][C:20](=[O:21])[O:22][CH2:23][CH3:24])[cH:6][c:7]2[c:8]1[C:9](=[O:18])[c:10]1[c:11]([cH:14][cH:15][cH:16][cH:17]1)[CH2:12][CH2:13]2.[CH3:25][OH:26].[ClH:29].[Na+:28].[OH-:27].[OH2:30]>>[CH3:1][O:2][c:3]1[cH:4][c:5]([CH2:19][C:20](=[O:21])[OH:22])[cH:6][c:7]2[c:8]1[C:9](=[O:18])[c:10]1[c:11]([cH:14][cH:15][cH:16][cH:17]1)[CH2:12][CH2:13]2. Run in C(C)O (ethanol), C(C)(C)(C)O (tert-butanol). The yield is 46.2%. Yields the product C(N)(=O)C1=C(N=C(C(=N1)C1=CC=C(C=C1)C1=C(C=C(C=C1)C1(CCC1)C(=O)O)Cl)C)C (1-(4′-(6-carbamoyl-3,5-dimethylpyrazin-2-yl)-2-chlorobiphenyl-4-yl)cyclobutanecarboxylic acid). Reactants: [OH-].[K+] (potassium hydroxide), C(N)(=O)C1=C(N=C(C(=N1)C1=CC=C(C=C1)C1=C(C=C(C=C1)C1(CCC1)C(=O)OC)Cl)C)C (methyl 1-(4′-(6-carbamoyl-3,5-dimethylpyrazin-2-yl)-2-chlorobiphenyl-4-yl)cyclobutanecarboxylate), Intermediate 7-1, Cl (HCl). Procedure details: Powdered potassium hydroxide (56.9 mg, 1.01 mmol) was added in one portion to methyl 1-(4′-(6-carbamoyl-3,5-dimethylpyrazin-2-yl)-2-chlorobiphenyl-4-yl)cyclobutanecarboxylate (Intermediate 7-1; 152 mg, 0.34 mmol)/in tert-butanol (10 mL) at 40° C. under nitrogen. The resulting suspension was stirred at 40° C. for 1 hour LCMS showed the reaction was complete. The reaction mixture was quenched with HCl (2.027 mL, 2.03 mmol) in ethanol (10 mL) and the resulting solution stirred for a further 20 minu... Conditions: temperature 40 celsius, time 1 hour. Reaction SMILES: [OH-].[K+].[C:3]([C:6]1[N:11]=[C:10]([C:12]2[CH:17]=[CH:16][C:15]([C:18]3[CH:23]=[CH:22][C:21]([C:24]4([C:28]([O:30]C)=[O:29])[CH2:27][CH2:26][CH2:25]4)=[CH:20][C:19]=3[Cl:32])=[CH:14][CH:13]=2)[C:9]([CH3:33])=[N:8][C:7]=1[CH3:34])(=[O:5])[NH2:4].Cl>C(O)(C)(C)C.C(O)C>[C:3]([C:6]1[N:11]=[C:10]([C:12]2[CH:13]=[CH:14][C:15]([C:18]3[CH:23]=[CH:22][C:21]([C:24]4([C:28]([OH:30])=[O:29])[CH2:25][CH2:26][CH2:27]4)=[CH:20][C:19]=3[Cl:32])=[CH:16][CH:17]=2)[C:9]([CH3:33])=[N:8][C:7]=1[CH3:34])(=[O:5])[NH2:4] |f:0.1|. The reactants are BrC1=C(C=C2C=C(NC2=C1)C(=O)N1CCC(CC1)(F)F)OC1CCN(CC1)C(C)C ([6-Bromo-5-(1-isopropyl-piperidin-4-yloxy)-1H-indol-2-yl]-(4,4-difluoro-piperidin-1-yl)-methanone), ClC1=NC=CC(=C1)B(O)O (2-chloropyridine-4-boronic acid). Product: BrC1=C(C=C2C=C(N(C2=C1)C1=CC(=NC=C1)Cl)C(=O)N1CCC(CC1)(F)F)OC1CCN(CC1)C(C)C ([6-Bromo-1-(2-chloro-pyridin-4-yl)-5-(1-isopropyl-piperidin-4-yloxy)-1H-indol-2-yl]-(4,4-difluoro-piperidin-1-yl)-methanone). Procedure details: In analogy to the procedure described for the synthesis of example 6, the title compound was synthesized from [6-bromo-5-(1-isopropyl-piperidin-4-yloxy)-1H-indol-2-yl]-(4,4-difluoro-piperidin-1-yl)-methanone (example 42, step 1) and 2-chloropyridine-4-boronic acid. The title compound was obtained in 20% yield as light yellow oil. MS (m/e): 595.1 (MH+, 100%). Reaction SMILES: [Br:1][C:2]1[CH:10]=[C:9]2[C:5]([CH:6]=[C:7]([C:11]([N:13]3[CH2:18][CH2:17][C:16]([F:20])([F:19])[CH2:15][CH2:14]3)=[O:12])[NH:8]2)=[CH:4][C:3]=1[O:21][CH:22]1[CH2:27][CH2:26][N:25]([CH:28]([CH3:30])[CH3:29])[CH2:24][CH2:23]1.[Cl:31][C:32]1[CH:37]=[C:36](B(O)O)[CH:35]=[CH:34][N:33]=1>>[Br:1][C:2]1[CH:10]=[C:9]2[C:5]([CH:6]=[C:7]([C:11]([N:13]3[CH2:18][CH2:17][C:16]([F:19])([F:20])[CH2:15][CH2:14]3)=[O:12])[N:8]2[C:36]2[CH:35]=[CH:34][N:33]=[C:32]([Cl:31])[CH:37]=2)=[CH:4][C:3]=1[O:21][CH:22]1[CH2:23][CH2:24][N:25]([CH:28]([CH3:30])[CH3:29])[CH2:26][CH2:27]1. Reactants: C=CC(=O)OC, CN(C1CCCCC1)C1CCCCC1, CN(C(=O)Oc1ccc(I)cc1)c1ccccc1, O=C(C=Cc1ccccc1)C=Cc1ccccc1, O=C(C=Cc1ccccc1)C=Cc1ccccc1, O=C(C=Cc1ccccc1)C=Cc1ccccc1, [Pd], [Pd]. The product is COC(=O)C=Cc1ccc(OC(=O)N(C)c2ccccc2)cc1. As a reaction SMILES: [CH3:1][O:2][C:3]([CH:4]=[CH2:5])=[O:6].[CH3:7][N:8]([CH:9]1[CH2:10][CH2:11][CH2:12][CH2:13][CH2:14]1)[CH:15]1[CH2:16][CH2:17][CH2:18][CH2:19][CH2:20]1.[I:21][c:22]1[cH:23][cH:24][c:25]([O:28][C:29]([N:30]([c:31]2[cH:32][cH:33][cH:34][cH:35][cH:36]2)[CH3:37])=[O:38])[cH:26][cH:27]1.[O:41]=[C:42]([CH:43]=[CH:44][c:45]1[cH:46][cH:47][cH:48][cH:49][cH:50]1)[CH:51]=[CH:52][c:53]1[cH:54][cH:55][cH:56][cH:57][cH:58]1.[O:59]=[C:60]([CH:61]=[CH:62][c:63]1[cH:64][cH:65][cH:66][cH:67][cH:68]1)[CH:69]=[CH:70][c:71]1[cH:72][cH:73][cH:74][cH:75][cH:76]1.[O:77]=[C:78]([CH:79]=[CH:80][c:81]1[cH:82][cH:83][cH:84][cH:85][cH:86]1)[CH:87]=[CH:88][c:89]1[cH:90][cH:91][cH:92][cH:93][cH:94]1.[Pd:39].[Pd:40]>>[CH3:1][O:2][C:3]([CH:4]=[CH:5][c:22]1[cH:23][cH:24][c:25]([O:28][C:29]([N:30]([c:31]2[cH:32][cH:33][cH:34][cH:35][cH:36]2)[CH3:37])=[O:38])[cH:26][cH:27]1)=[O:6].